Task: describe an organic reaction: reactants, conditions, products, and yield. Dataset: the Open Reaction Database (ORD), a public repository of structured organic reaction records The reactants are CCN=C=NCCCN(C)C (EDCI), CC(C[C@@H](C(=O)O)NC(C1=CC(=CC=C1)C)=O)C ((S)-4-Methyl-2-(3-methyl-benzoylamino)-pentanoic acid), C(O)CN (ethanolamine), C=1C=CC2=C(C1)N=NN2O (HOBt). Run in C(Cl)Cl (DCM). Run at time 2 hour. Product: OCCNC(=O)[C@H](CC(C)C)NC(C1=CC(=CC=C1)C)=O ((S)—N-[1-(2-Hydroxy-ethylcarbamoyl)-3-methyl-butyl]-3-methyl-benzamide). The yield is 29.9%. Reaction SMILES: [CH3:1][CH:2]([CH3:18])[CH2:3][C@H:4]([NH:8][C:9](=[O:17])[C:10]1[CH:15]=[CH:14][CH:13]=[C:12]([CH3:16])[CH:11]=1)[C:5]([OH:7])=O.[CH2:19]([CH2:21][NH2:22])[OH:20].C1C=CC2N(O)N=NC=2C=1.CCN=C=NCCCN(C)C>C(Cl)Cl>[OH:20][CH2:19][CH2:21][NH:22][C:5]([C@@H:4]([NH:8][C:9](=[O:17])[C:10]1[CH:15]=[CH:14][CH:13]=[C:12]([CH3:16])[CH:11]=1)[CH2:3][CH:2]([CH3:1])[CH3:18])=[O:7]. Reported procedure: (S)-4-Methyl-2-(3-methyl-benzoylamino)-pentanoic acid (1 g. 4.0 mmol), ethanolamine (270 mg, 4.4 mmol) and HOBt (596 mg, 4.4 mmol) were treated with DCM (20 mL) followed by EDCI (845 mg, 4.4 mmol). The reaction was allowed to stir for 2 h and then purified directly by silica gel column chromatography using ethyl acetate and hexane to afford the product (350 mg, 30%) as a solid: 1H NMR (CDCl3, 400 MHz) δ 0.89-0.99 (m, 6H), 1.67-1.79 (m, 3H), 2.37 (s, 3H), 3.31-3.41 (m, 1H), 3.42-3.52 (m, 1H), 3.6... Reactants: C(C)(C)(C)P(C1=C(C2=CC=CC=C2C=C1)C1=CC=CC2=CC=CC=C12)C(C)(C)C (racemic-2-(di-t-butylphosphino)-1,1′-binaphthyl), OCCN1C(N=CC(=C1)C1=CC=CC=C1)=O (1-(2-hydroxyethyl)-5-phenylpyrimidin-2(1H)-one), ClC1=CC=NC2=CC(=CC=C12)OC (4-chloro-7-methoxyquinoline), C([O-])([O-])=O.[Cs+].[Cs+] (cesium carbonate). Reagents/catalysts: C(C)(=O)[O-].[Pd+2].C(C)(=O)[O-] (palladium(II) acetate). Solvent: C1(=CC=CC=C1)C (toluene). Reaction conditions: temperature 80 celsius. Product: COC1=CC=C2C(=CC=NC2=C1)OCCN1C(N=CC(=C1)C1=CC=CC=C1)=O (1-(2-(7-methoxyquinolin-4-yloxy)ethyl)-5-phenylpyrimidin-2(1H)-one). The yield is 30.8%. Reaction SMILES: [OH:1][CH2:2][CH2:3][N:4]1[CH:9]=[C:8]([C:10]2[CH:15]=[CH:14][CH:13]=[CH:12][CH:11]=2)[CH:7]=[N:6][C:5]1=[O:16].Cl[C:18]1[C:27]2[C:22](=[CH:23][C:24]([O:28][CH3:29])=[CH:25][CH:26]=2)[N:21]=[CH:20][CH:19]=1.C(=O)([O-])[O-].[Cs+].[Cs+].C(P(C(C)(C)C)C1C=CC2C(=CC=CC=2)C=1C1C2C(=CC=CC=2)C=CC=1)(C)(C)C>C([O-])(=O)C.[Pd+2].C([O-])(=O)C.C1(C)C=CC=CC=1>[CH3:29][O:28][C:24]1[CH:23]=[C:22]2[C:27]([C:18]([O:1][CH2:2][CH2:3][N:4]3[CH:9]=[C:8]([C:10]4[CH:15]=[CH:14][CH:13]=[CH:12][CH:11]=4)[CH:7]=[N:6][C:5]3=[O:16])=[CH:19][CH:20]=[N:21]2)=[CH:26][CH:25]=1 |f:2.3.4,6.7.8|. Reported procedure: To a 10 mL round bottomed flask was added 1-(2-hydroxyethyl)-5-phenylpyrimidin-2(1H)-one (0.043 g, 0.20 mmol), 4-chloro-7-methoxyquinoline (0.042 g, 0.22 mmol), toluene (2.0 mL) and cesium carbonate (0.071 g, 0.22 mmol). The reaction was carefully evacuated and then backfilled with N2. This was repeated twice. Then racemic-2-(di-t-butylphosphino)-1,1′-binaphthyl (0.020 g, 0.050 mmol) and palladium(II) acetate (0.0089 g, 0.040 mmol) were added. The reaction was again carefully evacuated and then ...